Task: describe an organic reaction: reactants, conditions, products, and yield. Dataset: the Open Reaction Database (ORD), a public repository of structured organic reaction records The reactants are ClC1=C(C=O)C=CC=C1Cl (2,3-dichlorobenzaldehyde), C1(O)CC(O)=CC=C1 (dihydroresorcinol), N\C(=C/C(=O)OC(C)C)\C (isopropyl 3-aminocrotonate). Run in C(C)(C)O (isopropanol). Product: ClC1=C(C=CC=C1Cl)C1C(=C(NC=2CCCC(C12)=O)C)C(=O)OC(C)C (Isopropyl 4-(2,3-dichlorophenyl)-2-methyl-5-oxo-1,4,5,6,7,8-hexahydroquinoline-3-carboxylate). As a reaction SMILES: [Cl:1][C:2]1[C:9]([Cl:10])=[CH:8][CH:7]=[CH:6][C:3]=1[CH:4]=O.[CH:11]1([CH:18]=[CH:17][CH:16]=[C:14]([OH:15])[CH2:13]1)O.[NH2:19]/[C:20](/[CH3:28])=[CH:21]\[C:22]([O:24][CH:25]([CH3:27])[CH3:26])=[O:23]>C(O)(C)C>[Cl:1][C:2]1[C:9]([Cl:10])=[CH:8][CH:7]=[CH:6][C:3]=1[CH:4]1[C:13]2[C:14](=[O:15])[CH2:16][CH2:17][CH2:18][C:11]=2[NH:19][C:20]([CH3:28])=[C:21]1[C:22]([O:24][CH:25]([CH3:27])[CH3:26])=[O:23]. Procedure details: 3.50 g (20 mmol) of 2,3-dichlorobenzaldehyde, 2.24 g (20 mmol) of dihydroresorcinol and 2.86 g (20 mmol) of isopropyl 3-aminocrotonate are dissolved in 100 ml of isopropanol and stirred under reflux for 5 h. The product precipitates. The mixture is treated with 50 ml of water and cooled to RT. The product is filtered off with suction and washed successively with isopropanol, ethanol and ether. 5.8 g (74% of theory) of the title compound are obtained. The product is C=CCc1cc(-c2noc(C)n2)ccc1OS(=O)(=O)C(F)(F)F. As a reaction SMILES: [CH3:16][c:17]1[n:18][c:19](-[c:22]2[cH:23][c:24]([CH2:29][CH:30]=[CH2:31])[c:25]([OH:28])[cH:26][cH:27]2)[n:20][o:21]1.[ClH:38].[F:1][C:2]([F:3])([F:4])[S:5](=[O:6])(=[O:7])[O:8][S:9]([C:10]([F:11])([F:12])[F:13])(=[O:14])=[O:15].[cH:32]1[cH:33][cH:34][n:35][cH:36][cH:37]1>>[F:1][C:2]([F:3])([F:4])[S:5](=[O:6])(=[O:7])[O:8][c:25]1[c:24]([CH2:29][CH:30]=[CH2:31])[cH:23][c:22](-[c:19]2[n:18][c:17]([CH3:16])[o:21][n:20]2)[cH:27][cH:26]1. Starting materials: C=CCc1cc(-c2noc(C)n2)ccc1O, Cl, O=S(=O)(OS(=O)(=O)C(F)(F)F)C(F)(F)F, c1ccncc1.